From a dataset of the Open Reaction Database (ORD), a public repository of structured organic reaction records. describe an organic reaction: reactants, conditions, products, and yield Starting materials: ClCC1=CC=C(OCC=2N=C(OC2C)C2=CC=CC=C2)C=C1 (4-(4-chloromethylphenoxymethyl)-5-methyl-2-phenyloxazole), OC1=C(C=C(C=C1)OC)CC(=O)OC (methyl 2-(2-hydroxy-5-methoxyphenyl)acetate), CN(C=O)C (N,N-dimethylformamide), [H-].[Na+] (sodium hydride). The solvent is O (water). Run at time 15 hour. Yields the product COC=1C=CC(=C(C1)CC(=O)OC)OCC1=CC=C(C=C1)OCC=1N=C(OC1C)C1=CC=CC=C1 (methyl 2-[5-methoxy-2-[4-[(5-methyl-2-phenyl-4-oxazolyl)methoxy]benzyloxy]phenyl]acetate). Yield: 63.2%. As a reaction SMILES: Cl[CH2:2][C:3]1[CH:22]=[CH:21][C:6]([O:7][CH2:8][C:9]2[N:10]=[C:11]([C:15]3[CH:20]=[CH:19][CH:18]=[CH:17][CH:16]=3)[O:12][C:13]=2[CH3:14])=[CH:5][CH:4]=1.[OH:23][C:24]1[CH:29]=[CH:28][C:27]([O:30][CH3:31])=[CH:26][C:25]=1[CH2:32][C:33]([O:35][CH3:36])=[O:34].CN(C)C=O.[H-].[Na+]>O>[CH3:31][O:30][C:27]1[CH:28]=[CH:29][C:24]([O:23][CH2:2][C:3]2[CH:22]=[CH:21][C:6]([O:7][CH2:8][C:9]3[N:10]=[C:11]([C:15]4[CH:20]=[CH:19][CH:18]=[CH:17][CH:16]=4)[O:12][C:13]=3[CH3:14])=[CH:5][CH:4]=2)=[C:25]([CH2:32][C:33]([O:35][CH3:36])=[O:34])[CH:26]=1 |f:3.4|. Reported procedure: To a mixture of 4-(4-chloromethylphenoxymethyl)-5-methyl-2-phenyloxazole (1.54 g), methyl 2-(2-hydroxy-5-methoxyphenyl)acetate (0.80 g) and N,N-dimethylformamide (20 mL) was added sodium hydride (60%, oil, 0.18 g) under ice-cooling, and the mixture was stirred at room temperature for 15 hrs. The reaction mixture was poured into water and extracted with ethyl acetate. The organic layer was washed with saturated brine and dried over anhydrous magnesium sulfate. After concentration of the organic l... Starting materials: C(C)(=O)OC(C)=O (Acetic acid anhydride), BrC1=C(C=CC=C1)CC(C)O (1-(2-bromophenyl)-2-propanol), O (water), CCOC(=O)C (EtOAc). Solvent: N1=CC=CC=C1 (pyridine). Product: C(C)(=O)OC(CC1=C(C=CC=C1)Br)C (2-(2-bromophenyl)-1-methylethyl acetate). RXN SMILES: [C:1](OC(=O)C)(=[O:3])[CH3:2].[Br:8][C:9]1[CH:14]=[CH:13][CH:12]=[CH:11][C:10]=1[CH2:15][CH:16]([OH:18])[CH3:17].O.CCOC(C)=O>N1C=CC=CC=1>[C:1]([O:18][CH:16]([CH3:17])[CH2:15][C:10]1[CH:11]=[CH:12][CH:13]=[CH:14][C:9]=1[Br:8])(=[O:3])[CH3:2]. Reported procedure: Acetic acid anhydride (1.2 mL) was added to a solution of 1-(2-bromophenyl)-2-propanol (529 mg) in pyridine (1.0 mL) at 20° C. under stirring. The reaction mixture was stirred overnight, then poured into a mixture of water and EtOAc. The aqueous phase was extracted with more EtOAc (×2). The combined organic phases were washed with water (×3), dried (MgSO4), filtered and concentrated in vacuo to afford the title compound as a syrup.